Task: describe an organic reaction: reactants, conditions, products, and yield. Dataset: the Open Reaction Database (ORD), a public repository of structured organic reaction records Reactants: O (water), [N+](=O)([O-])O[C@@H]1[C@@H](O[C@@H]([C@H]1OC(C)=O)COC(C)=O)N1C(=O)N=C(NC(C)=O)C=C1 (1-(2-O-nitro-3,5-di-O-acetyl-β-D-arabinofuranosyl)-N4 -acetylcytosine), C[O-].[Ba+2].C[O-] (barium methoxide). Solvent: CO (methanol), CO (methanol). Conditions: time 1 hour. Yields the product [N+](=O)([O-])O[C@@H]1[C@@H](O[C@@H]([C@H]1O)CO)N1C(=O)N=C(N)C=C1 (1-(2-O-nitro-β-D-arabinofuranosyl)cytosine). Yield: 86.3%. As a reaction SMILES: [N+:1]([O:4][C@H:5]1[C@H:9]([O:10]C(=O)C)[C@@H:8]([CH2:14][O:15]C(=O)C)[O:7][C@H:6]1[N:19]1[CH:29]=[CH:28][C:23]([NH:24]C(=O)C)=[N:22][C:20]1=[O:21])([O-:3])=[O:2].C[O-].[Ba+2].C[O-].O>CO>[N+:1]([O:4][C@H:5]1[C@H:9]([OH:10])[C@@H:8]([CH2:14][OH:15])[O:7][C@H:6]1[N:19]1[CH:29]=[CH:28][C:23]([NH2:24])=[N:22][C:20]1=[O:21])([O-:3])=[O:2] |f:1.2.3|. Reported procedure: To a solution of 1-(2-O-nitro-3,5-di-O-acetyl-β-D-arabinofuranosyl)-N4 -acetylcytosine (10 g., 24 mmol) in anhydrous methanol (425 ml) under an atmosphere of dry nitrogen was added 1.9N barium methoxide (5 ml., 9.5 meq) in methanol. The reaction mixture was stirred at room temperature under an inert atmosphere for one hour and was then neutralized with a cation exchange resin (90 g., Bio-Rex 70/H+, 100-200 mesh )in the presence of water (5 ml). The resin was separated by filtration and washed wi... The reactants are CCOC(C)=O, Nc1ccc(F)cc1Cl, O, O=[N+]([O-])O. Yields the product Nc1cc([N+](=O)[O-])c(F)cc1Cl. Reaction SMILES: [CH3:14][CH2:15][O:16][C:17]([CH3:18])=[O:19].[Cl:5][c:6]1[c:7]([NH2:13])[cH:8][cH:9][c:10]([F:12])[cH:11]1.[OH2:20].[OH:1][N+:2]([O-:3])=[O:4]>>[O-:1][N+:2](=[O:4])[c:9]1[cH:8][c:7]([NH2:13])[c:6]([Cl:5])[cH:11][c:10]1[F:12]. Reaction SMILES: [C:1]([C:5]1[CH:10]=[CH:9][C:8]([SH:11])=[CH:7][CH:6]=1)([CH3:4])([CH3:3])[CH3:2].CN(Cl)C(F)=S.Cl.[CH3:19][N:20]([S:24]SC1C=CC(Cl)=CC=1)[C:21]([F:23])=[O:22]>CCCCC>[CH3:19][N:20]([S:24][S:11][C:8]1[CH:7]=[CH:6][C:5]([C:1]([CH3:4])([CH3:2])[CH3:3])=[CH:10][CH:9]=1)[C:21]([F:23])=[O:22]. Run in CCCCC (pentane). Reported procedure: Prepared by reacting 0.5 g of 4-t-butylthiophenol in pentane with 0.44 g of N-methyl-N-chlorothiocarbamoyl fluoride. The reaction proceded with a vigorous exotherm and evolution of hydrochloric acid gas. The infrared and n.m.r. spectra of the product was identical to the material prepared by Method I. The reactants are C(C)(C)(C)C1=CC=C(C=C1)S (4-t-butylthiophenol), CN(C(=O)F)SSC1=CC=C(C=C1)Cl (N-Methyl-N(4-Chlorophenylthiosulfenyl)Carbamoyl Fluoride), CN(C(=S)F)Cl (N-methyl-N-chlorothiocarbamoyl fluoride), Cl (hydrochloric acid). The product is CN(C(=O)F)SSC1=CC=C(C=C1)C(C)(C)C (N-Methyl-N(4-t-Butylphenylthiosulfenyl) Carbamoyl Fluoride). The reactants are COC1=CC=C(C(=O)N2CCC(CC2)C2OC3=C(CN4C2=CC=C4)C=CC=C3)C=C1 (11-[1-(4-methoxybenzoyl)piperidin-4-yl]-5H,11H-pyrrolo[2,1-c][1,4]benzoxazepine), [H-].[Al+3].[Li+].[H-].[H-].[H-] (lithium aluminum hydride). Run in C(C)OCC (ethyl ether). Reaction conditions: time 2 hour. The product is COC1=CC=C(CN2CCC(CC2)C2OC3=C(CN4C2=CC=C4)C=CC=C3)C=C1 (11-[1-(4-Methoxybenzyl)piperidin-4-yl]-5H,11H-pyrrolo[2,1-c][1,4]benzoxazepine). Reaction SMILES: [CH3:1][O:2][C:3]1[CH:30]=[CH:29][C:6]([C:7]([N:9]2[CH2:14][CH2:13][CH:12]([CH:15]3[C:21]4=[CH:22][CH:23]=[CH:24][N:20]4[CH2:19][C:18]4[CH:25]=[CH:26][CH:27]=[CH:28][C:17]=4[O:16]3)[CH2:11][CH2:10]2)=O)=[CH:5][CH:4]=1.[H-].[Al+3].[Li+].[H-].[H-].[H-]>C(OCC)C>[CH3:1][O:2][C:3]1[CH:4]=[CH:5][C:6]([CH2:7][N:9]2[CH2:10][CH2:11][CH:12]([CH:15]3[C:21]4=[CH:22][CH:23]=[CH:24][N:20]4[CH2:19][C:18]4[CH:25]=[CH:26][CH:27]=[CH:28][C:17]=4[O:16]3)[CH2:13][CH2:14]2)=[CH:29][CH:30]=1 |f:1.2.3.4.5.6|. Reported procedure: To a cold solution of 11-[1-(4-methoxybenzoyl)piperidin-4-yl]-5H,11H-pyrrolo[2,1-c][1,4]benzoxazepine (13.0 g in 100 ml THF) was added 45 ml of a 1 molar lithium aluminum hydride solution in ethyl ether. This was stirred at room temperature for 2 hours. Starting materials: NC1=NC(=C2N=CN(C2=N1)[C@H]1C=C[C@H](C1)CO)Cl ((±)-cis-4-(2-amino-6-chloro-9H--purin-9-yl)-2-cyclopentene-1-methanol), CCC(C)O (R-(-)-2-butanol), [H-].[Na+] (sodium hydride). The solvent is hexanes. Run at time 3 hour. Yields the product NC1=NC(=C2N=CN(C2=N1)[C@H]1C=C[C@H](C1)CO)O[C@H](C)CC ((±)-cis-4-[2-Amino-6-((R)-sec-butoxy)-9H-purin-9-yl]-2-cyclopentene-1-methanol). As a reaction SMILES: [H-].[Na+].[NH2:3][C:4]1[N:12]=[C:11]2[C:7]([N:8]=[CH:9][N:10]2[C@@H:13]2[CH2:17][C@H:16]([CH2:18][OH:19])[CH:15]=[CH:14]2)=[C:6](Cl)[N:5]=1.[CH3:21][CH2:22][CH:23]([OH:25])[CH3:24]>>[NH2:3][C:4]1[N:12]=[C:11]2[C:7]([N:8]=[CH:9][N:10]2[C@@H:13]2[CH2:17][C@H:16]([CH2:18][OH:19])[CH:15]=[CH:14]2)=[C:6]([O:25][C@@H:23]([CH2:22][CH3:21])[CH3:24])[N:5]=1 |f:0.1|. Procedure details: A flask was charged with sodium hydride (60% oil dispersion, 300 mg, 7.5 mmol) which was washed with hexanes before the addition of (±)-cis-4-(2-amino-6-chloro-9H--purin-9-yl)-2-cyclopentene-1-methanol from Example 4 (800 mg, 3 mmol) in ~10 mL of R-(-)-2-butanol. The solution was stirred at room temperature for 3 hours then at 60° C. (oil bath) for 1 hour. The solution was allowed to cool to room temperature before neutralization with 1 H HC1. The solution was concentrated and the residue chroma... RXN SMILES: FC1C=CC(S(CCC)(=O)=O)=CC=1C#C[Si](C)(C)C.[C:20]([O:24][C:25](=[O:37])[CH2:26][O:27][C:28]1[CH:33]=[CH:32][C:31]([Cl:34])=[CH:30][C:29]=1[C:35]#[CH:36])([CH3:23])([CH3:22])[CH3:21].Br[C:39]1[CH:53]=[CH:52][C:42]2[C:43]([CH3:51])([OH:50])[C:44]([CH3:49])([CH3:48])[S:45](=[O:47])(=[O:46])[C:41]=2[CH:40]=1>>[C:20]([O:24][C:25](=[O:37])[CH2:26][O:27][C:28]1[CH:33]=[CH:32][C:31]([Cl:34])=[CH:30][C:29]=1[C:35]#[C:36][C:39]1[CH:53]=[CH:52][C:42]2[C:43]([OH:50])([CH3:51])[C:44]([CH3:49])([CH3:48])[S:45](=[O:46])(=[O:47])[C:41]=2[CH:40]=1)([CH3:23])([CH3:22])[CH3:21]. Starting materials: FC1=C(C=C(C=C1)S(=O)(=O)CCC)C#C[Si](C)(C)C ({[2-Fluoro-5-(propylsulfonyl)phenyl]ethynyl}trimethyl silane), BrC1=CC2=C(C(C(S2(=O)=O)(C)C)(O)C)C=C1 (6-bromo-2,2,3-trimethyl-2,3-dihydro-1-benzothiophene-3-ol 1,1-dioxide), BrC1=CC2=C(C(C(S2(=O)=O)(C)C)(O)C)C=C1 (6-bromo-2,2,3-trimethyl-2,3-dihydro-1-benzothiophene-3-ol 1,1-dioxide), C(C)(C)(C)OC(COC1=C(C=C(C=C1)Cl)C#C)=O (tert-butyl(4-chloro-2-ethynylphenoxy)acetate), C(C)(C)(C)OC(COC1=C(C=C(C=C1)Cl)C#C)=O (tert-butyl(4-chloro-2-ethynylphenoxy)acetate). Reported procedure: Following the general method as outlined in Intermediate 107, starting from (4-chloro-2-ethynyl-phenoxy)-acetic acid tert-butyl ester (Intermediate 3) and 6-bromo-2,2,3-trimethyl-2,3-dihydro-1-benzothiophene-3-ol 1,1-dioxide (Intermediate 246), the title compound was obtained as a white foam after purification by flash column chromatography (silica), eluting with cyclohexane containing increasing amounts of EtOAc. Product: C(C)(C)(C)OC(COC1=C(C=C(C=C1)Cl)C#CC1=CC2=C(C(C(S2(=O)=O)(C)C)(C)O)C=C1)=O (tert-butyl{4-chloro-2-[(3-hydroxy-2,2,3-trimethyl-1,1-dioxido-2,3-dihydro-1-benzothien-6-yl)ethynyl]phenoxy}acetate). RXN SMILES: [CH3:1][N:2]1[CH2:7][CH2:6][NH:5][CH2:4][CH2:3]1.[C:8]1([CH3:24])[CH:13]=[CH:12][C:11]([N:14]=[C:15]=[N:16][C:17]2[CH:22]=[CH:21][C:20]([CH3:23])=[CH:19][CH:18]=2)=[CH:10][CH:9]=1>CN(C=O)C>[C:8]1([CH3:24])[CH:13]=[CH:12][C:11]([NH:14][C:15]([N:5]2[CH2:6][CH2:7][N:2]([CH3:1])[CH2:3][CH2:4]2)=[N:16][C:17]2[CH:18]=[CH:19][C:20]([CH3:23])=[CH:21][CH:22]=2)=[CH:10][CH:9]=1. Conditions: time 0.5 hour. The product is C1(=CC=C(C=C1)NC(=NC1=CC=C(C=C1)C)N1CCN(CC1)C)C (1-[(N,N′-Di-p-tolyl)amidino]-4-methyl-piperizine). Yield: 78.0%. Reported procedure: 1.05 mmol of 1-methylpiperazine was dissolved in 10 ml of N,N′-dimethylformamide (DMF), and 1.0 mmol of 1,3-di-p-tolylcarbodiimide was added. After 0.5 h. of stirring at room temperature, a small precipitation was removed by filtration and washed twice with 1 ml of DMF. The filtrates were collected and kept at room temperature overnight. 50 ml of water was added to the solution. An oil precipitated after 0.5 h which transformed into a solid. The solid residue was collected by filtration, washed ... The solvent is CN(C)C=O (N,N′-dimethylformamide). Starting materials: CN1CCNCC1 (1-methylpiperazine), C1(=CC=C(C=C1)N=C=NC1=CC=C(C=C1)C)C (1,3-di-p-tolylcarbodiimide).